From a dataset of the Open Reaction Database (ORD), a public repository of structured organic reaction records. describe an organic reaction: reactants, conditions, products, and yield Starting materials: NC (aminomethane), solution, FC1=C(COCC#CCBr)C=C(C=C1)Br (4-(2-fluoro-5-bromobenzyloxy)but-2-ynyl bromide). The solvent is O1CCCC1 (tetrahydrofuran), O1CCCC1 (tetrahydrofuran). Product: CNCC#CCOCC1=C(C=CC(=C1)Br)F (N-methyl-4-(2-fluoro-5-bromobenzyloxy)but-2-ynyl amine). The yield is 83.0%. As a reaction SMILES: [NH2:1][CH3:2].[F:3][C:4]1[CH:16]=[CH:15][C:14]([Br:17])=[CH:13][C:5]=1[CH2:6][O:7][CH2:8][C:9]#[C:10][CH2:11]Br>O1CCCC1>[CH3:2][NH:1][CH2:11][C:10]#[C:9][CH2:8][O:7][CH2:6][C:5]1[CH:13]=[C:14]([Br:17])[CH:15]=[CH:16][C:4]=1[F:3]. Reported procedure: A solution of aminomethane (89 ml of a 2 M solution in tetrahydrofuran, 178 mmol) was added to a solution of 4-(2-fluoro-5-bromobenzyloxy)but-2-ynyl bromide (6.0 g, 17.8 mmol) in tetrahydrofuran (89 ml). The cloudy reaction mixture was stirred for about fifteen minutes, at which time no starting material remained, as determined by thin layer chromatography. The solvents were removed in vacuo. The residue was taken up in methylene chloride and washed with 1 M potassium carbonate. The aqueous phas...